From a dataset of the Open Reaction Database (ORD), a public repository of structured organic reaction records. describe an organic reaction: reactants, conditions, products, and yield Starting materials: CN1CCOCC1 (4-methylmorpholine), COC1=C(C(=O)Cl)C=CC(=C1)OC (2,4-dimethoxy-benzoyl chloride), ClC=1C=C(C=CC1Cl)C1(CNCC1)CCO (3-(3,4-Dichloro-phenyl)-3-(2-hydroxy-ethyl)-pyrrolidine). The solvent is ClCCl (dichloromethane), ClCCl (dichloromethane). Reaction conditions: temperature 0 celsius, time 1 hour. The product is ClC=1C=C(C=CC1Cl)C1(CN(CC1)C(C1=C(C=C(C=C1)OC)OC)=O)CCO (3-(3,4-dichloro-phenyl)-1-(2,4-dimethoxy-benzoyl)-3-(2-hydroxy-ethyl)-pyrrolidine). The yield is 69.4%. Reaction SMILES: [Cl:1][C:2]1[CH:3]=[C:4]([C:9]2([CH2:14][CH2:15][OH:16])[CH2:13][CH2:12][NH:11][CH2:10]2)[CH:5]=[CH:6][C:7]=1[Cl:8].CN1CCOCC1.[CH3:24][O:25][C:26]1[CH:34]=[C:33]([O:35][CH3:36])[CH:32]=[CH:31][C:27]=1[C:28](Cl)=[O:29]>ClCCl>[Cl:1][C:2]1[CH:3]=[C:4]([C:9]2([CH2:14][CH2:15][OH:16])[CH2:13][CH2:12][N:11]([C:28](=[O:29])[C:27]3[CH:31]=[CH:32][C:33]([O:35][CH3:36])=[CH:34][C:26]=3[O:25][CH3:24])[CH2:10]2)[CH:5]=[CH:6][C:7]=1[Cl:8]. Procedure: 3-(3,4-Dichloro-phenyl)-3-(2-hydroxy-ethyl)-pyrrolidine (288 mg, 1.1 mmol) was dissolved in dichloromethane (3 mL) at -78° C. and treated with 4-methylmorpholine (0.25 mL, 2.27 mmol, 2.eq.) and 2,4-dimethoxy-benzoyl chloride (220 mg, 1.1 mmol, 1 eq.) dissolved in 3 mL of dichloromethane. The solution was allowed to warm to 0° C. and stirred for 1 hour. The solution was washed with 1N HCl, and 5% sodium bicarbonate. The organic phase was dried over magnesium sulfate, filtered, and concentrated in... The reactants are CCOC(=O)CCc1ccc(Cn2cccc(-c3ccc(N)cc3)c2=O)cc1, ClCCl, Cc1ccccc1N=C=O. The product is CCOC(=O)CCc1ccc(Cn2cccc(-c3ccc(NC(=O)Nc4ccccc4C)cc3)c2=O)cc1. Reaction SMILES: [CH2:1]([CH3:2])[O:3][C:4]([CH2:5][CH2:6][c:7]1[cH:8][cH:9][c:10]([CH2:13][n:14]2[c:15](=[O:27])[c:16](-[c:20]3[cH:21][cH:22][c:23]([NH2:26])[cH:24][cH:25]3)[cH:17][cH:18][cH:19]2)[cH:11][cH:12]1)=[O:28].[Cl:39][CH2:40][Cl:41].[c:29]1([CH3:38])[c:30]([N:35]=[C:36]=[O:37])[cH:31][cH:32][cH:33][cH:34]1>>[CH2:1]([CH3:2])[O:3][C:4]([CH2:5][CH2:6][c:7]1[cH:8][cH:9][c:10]([CH2:13][n:14]2[c:15](=[O:27])[c:16](-[c:20]3[cH:21][cH:22][c:23]([NH:26][C:36]([NH:35][c:30]4[c:29]([CH3:38])[cH:34][cH:33][cH:32][cH:31]4)=[O:37])[cH:24][cH:25]3)[cH:17][cH:18][cH:19]2)[cH:11][cH:12]1)=[O:28].